describe an organic reaction: reactants, conditions, products, and yield From a dataset of the Open Reaction Database (ORD), a public repository of structured organic reaction records. Starting materials: NC1=CC=C(C=C1)CN(C(=O)C1CCCC2=CC=C(C=C12)OC)C1=CC=C(C=C1)C(C)C (N-[(4-aminophenyl)methyl]-N-(4-isopropylphenyl)-7-methoxy-1,2,3,4-tetrahydronaphthalene-1-carboxamide), C(C1=CC=CC=C1)Br (benzyl bromide). The product is C(C1=CC=CC=C1)NC1=CC=C(C=C1)CN(C(=O)C1CCCC2=CC=C(C=C12)OC)C1=CC=C(C=C1)C(C)C (N-[(4-benzylaminophenyl)methyl]-N-(4-isopropylphenyl)-7-methoxy-1,2,3,4-tetrahydronaphthalene-1-carboxamide). RXN SMILES: [NH2:1][C:2]1[CH:7]=[CH:6][C:5]([CH2:8][N:9]([C:24]2[CH:29]=[CH:28][C:27]([CH:30]([CH3:32])[CH3:31])=[CH:26][CH:25]=2)[C:10]([CH:12]2[C:21]3[C:16](=[CH:17][CH:18]=[C:19]([O:22][CH3:23])[CH:20]=3)[CH2:15][CH2:14][CH2:13]2)=[O:11])=[CH:4][CH:3]=1.[CH2:33](Br)[C:34]1[CH:39]=[CH:38][CH:37]=[CH:36][CH:35]=1>>[CH2:33]([NH:1][C:2]1[CH:7]=[CH:6][C:5]([CH2:8][N:9]([C:24]2[CH:25]=[CH:26][C:27]([CH:30]([CH3:32])[CH3:31])=[CH:28][CH:29]=2)[C:10]([CH:12]2[C:21]3[C:16](=[CH:17][CH:18]=[C:19]([O:22][CH3:23])[CH:20]=3)[CH2:15][CH2:14][CH2:13]2)=[O:11])=[CH:4][CH:3]=1)[C:34]1[CH:39]=[CH:38][CH:37]=[CH:36][CH:35]=1. Reported procedure: By the reaction and treatment in the same manner as in Example 162 using N-[(4-aminophenyl)methyl]-N-(4-isopropylphenyl)-7-methoxy-1,2,3,4-tetrahydronaphthalene-1-carboxamide (0.33 g) and benzyl bromide (0.1 mL) as starting materials, N-[(4-benzylaminophenyl)methyl]-N-(4-isopropylphenyl)-7-methoxy-1,2,3,4-tetrahydronaphthalene-1-carboxamide (0.13 g) was obtained. Starting materials: CO, ClC(Cl)Cl, [Cl-], O=C(O)c1sccc1S(=O)(=O)Cl, Cl. Yields the product COC(=O)c1sccc1S(=O)(=O)Cl. As a reaction SMILES: [CH3:14][OH:15].[CH:17]([Cl:18])([Cl:19])[Cl:20].[Cl-:1].[Cl:2][S:3](=[O:4])(=[O:5])[c:6]1[c:7]([C:11](=[O:12])[OH:13])[s:8][cH:9][cH:10]1.[ClH:16]>>[Cl:2][S:3](=[O:4])(=[O:5])[c:6]1[c:7]([C:11]([O:12][CH3:14])=[O:13])[s:8][cH:9][cH:10]1. Reactants: C(C)(C)(C)OC(=O)NNC(C[C@@H]1N(C[C@@H]([C@H](C1)C1=CC=C(C=C1)COC[C@H](COC)C)OCC=1C=CC2=C(N(CCO2)CCCOC)C1)S(=O)(=O)C1=CC=C(C=C1)C)=O (N′-{2-[(2R,4R,5R)-4-[4-((S)-3-methoxy-2-methyl-propoxymethyl)-phenyl]-5-[4-(3-methoxy-propyl)-3,4-dihydro-2H-benzo[1,4]oxazin-6-ylmethoxy]-1-(toluene-4-sulfonyl)-piperidin-2-yl]-acetyl}-hydrazinecarboxylic acid tert-butyl ester), FC(C(=O)O)(F)F (trifluoroacetic acid), C(=O)(O)[O-].[Na+] (NaHCO3). The solvent is C(Cl)Cl (CH2Cl2), C(Cl)Cl (CH2Cl2). Reaction conditions: temperature 0 celsius, time 1 hour. Yields the product COC[C@@H](COCC1=CC=C(C=C1)[C@H]1C[C@@H](N(C[C@@H]1OCC=1C=CC2=C(N(CCO2)CCCOC)C1)S(=O)(=O)C1=CC=C(C=C1)C)CC(=O)NN)C ([(2R,4R,5R)-4-[4-((S)-3-Methoxy-2-methyl-propoxymethyl)-phenyl]-5-[4-(3-methoxy-propyl)-3,4-dihydro-2H-benzo[1,4]oxazin-6-ylmethoxy]-1-(toluene-4-sulfonyl)-piperidin-2-yl]-acetic acid hydrazide). As a reaction SMILES: C(OC([NH:8][NH:9][C:10](=[O:59])[CH2:11][C@H:12]1[CH2:17][C@H:16]([C:18]2[CH:23]=[CH:22][C:21]([CH2:24][O:25][CH2:26][C@@H:27]([CH3:31])[CH2:28][O:29][CH3:30])=[CH:20][CH:19]=2)[C@@H:15]([O:32][CH2:33][C:34]2[CH:35]=[CH:36][C:37]3[O:42][CH2:41][CH2:40][N:39]([CH2:43][CH2:44][CH2:45][O:46][CH3:47])[C:38]=3[CH:48]=2)[CH2:14][N:13]1[S:49]([C:52]1[CH:57]=[CH:56][C:55]([CH3:58])=[CH:54][CH:53]=1)(=[O:51])=[O:50])=O)(C)(C)C.FC(F)(F)C(O)=O.C([O-])(O)=O.[Na+]>C(Cl)Cl>[CH3:30][O:29][CH2:28][C@H:27]([CH3:31])[CH2:26][O:25][CH2:24][C:21]1[CH:20]=[CH:19][C:18]([C@@H:16]2[C@@H:15]([O:32][CH2:33][C:34]3[CH:35]=[CH:36][C:37]4[O:42][CH2:41][CH2:40][N:39]([CH2:43][CH2:44][CH2:45][O:46][CH3:47])[C:38]=4[CH:48]=3)[CH2:14][N:13]([S:49]([C:52]3[CH:53]=[CH:54][C:55]([CH3:58])=[CH:56][CH:57]=3)(=[O:50])=[O:51])[C@@H:12]([CH2:11][C:10]([NH:9][NH2:8])=[O:59])[CH2:17]2)=[CH:23][CH:22]=1 |f:2.3|. Procedure details: A solution of 1 mmol of N′-{2-[(2R,4R,5R)-4-[4-((S)-3-methoxy-2-methyl-propoxymethyl)-phenyl]-5-[4-(3-methoxy-propyl)-3,4-dihydro-2H-benzo[1,4]oxazin-6-ylmethoxy]-1-(toluene-4-sulfonyl)-piperidin-2-yl]-acetyl}-hydrazinecarboxylic acid tert-butyl ester in 13 ml of CH2Cl2 is treated at 0° C. with 3.3 ml of trifluoroacetic acid. The reaction mixture is stirred at 0° C. for 1 h, then at RT for 3 h and diluted with CH2Cl2, basified with saturated aqueous NaHCO3. The aqueous layer is extracted with CH... The reactants are C(C)OC1=C(C=C2C(=CC(OC2=C1)(C)C)C1=CC=CC=C1)/C(=C(\C=C\C(=C\C(=O)OCC)\C)/F)/C (ethyl (2E,4E,6E)-7-(7-ethoxy-2,2-dimethyl-4-phenyl-2H-chromen-6-yl)-6-fluoro-3-methyl-octa-2,4,6-trienoate), C(C)OC1=C(C=C2C(=CC(OC2=C1)(C)C)C1=CC=CC=C1)/C(=C(\C=C\C(=C\C(=O)OCC)\C)/F)/C (ethyl (2E,4E,6E)-7-(7-ethoxy-2,2-dimethyl-4-phenyl-2H-chromen-6-yl)-6-fluoro-3-methyl-octa-2,4,6-trienoate), [OH-].[Na+] (NaOH). Yields the product C(C)OC1=C(C=C2C(=CC(OC2=C1)(C)C)C1=CC=CC=C1)/C(=C(\C=C\C(=C\C(=O)O)\C)/F)/C ((2E,4E,6E)-7-(7-Ethoxy-2,2-dimethyl-4-phenyl-2H-chromen-6-yl)-6-fluoro-3-methyl-octa-2,4,6-trienoic acid). As a reaction SMILES: [CH2:1]([O:3][C:4]1[CH:13]=[C:12]2[C:7]([C:8]([C:16]3[CH:21]=[CH:20][CH:19]=[CH:18][CH:17]=3)=[CH:9][C:10]([CH3:15])([CH3:14])[O:11]2)=[CH:6][C:5]=1/[C:22](/[CH3:35])=[C:23](/[F:34])\[CH:24]=[CH:25]\[C:26](\[CH3:33])=[CH:27]\[C:28]([O:30]CC)=[O:29])[CH3:2].[OH-].[Na+]>>[CH2:1]([O:3][C:4]1[CH:13]=[C:12]2[C:7]([C:8]([C:16]3[CH:21]=[CH:20][CH:19]=[CH:18][CH:17]=3)=[CH:9][C:10]([CH3:15])([CH3:14])[O:11]2)=[CH:6][C:5]=1/[C:22](/[CH3:35])=[C:23](/[F:34])\[CH:24]=[CH:25]\[C:26](\[CH3:33])=[CH:27]\[C:28]([OH:30])=[O:29])[CH3:2] |f:1.2|. Procedure: Following General Procedure G, a solution of ethyl (2E,4E,6E)-7-(7-ethoxy-2,2-dimethyl-4-phenyl-2H-chromen-6-yl)-6-fluoro-3-methyl-octa-2,4,6-trienoate (Compound 114, 147 mg, 0.31 mmol) was hydrolyzed with NaOH to yield a yellow oil after purification by column chromatography (silica gel, 100% hexane to 5% to 50% ethyl acetate in hexanes). The resulting oil was recrystallized from acetonitrile to produce the title compound as a yellow solid. Reactants: FC1=C(C=C2C=NNC2=C1)N (6-Fluoro-1H-indazol-5-amine), C=C1CC(=O)O1 (diketene), FC1=CC=C(C=O)C=C1 (4-Fluorobenzaldehyde), NC(=O)N (urea), [O-]S(=O)(=O)C(F)(F)F.[Yb+3].[O-]S(=O)(=O)C(F)(F)F.[O-]S(=O)(=O)C(F)(F)F (ytterbium triflate). The solvent is CC#N (CH3CN), O (water). Reaction conditions: temperature 80 celsius. The product is FC1=C(C=C2C=NNC2=C1)NC(=O)C=1C(NC(NC1C)=O)C1=CC=C(C=C1)F (N-(6-Fluoro-1H-indazol-5-yl)-4-(4-fluorophenyl)-6-methyl-2-oxo-1,2,3,4-tetrahydro-5-pyrimidinecarboxamide). Yield: 2.8%. RXN SMILES: [F:1][C:2]1[CH:10]=[C:9]2[C:5]([CH:6]=[N:7][NH:8]2)=[CH:4][C:3]=1[NH2:11].[CH2:12]=[C:13]1[O:17][C:15](=O)[CH2:14]1.[F:18][C:19]1[CH:26]=[CH:25][C:22]([CH:23]=O)=[CH:21][CH:20]=1.[NH2:27][C:28]([NH2:30])=[O:29].[O-]S(C(F)(F)F)(=O)=O.[Yb+3].[O-]S(C(F)(F)F)(=O)=O.[O-]S(C(F)(F)F)(=O)=O>CC#N.O>[F:1][C:2]1[CH:10]=[C:9]2[C:5]([CH:6]=[N:7][NH:8]2)=[CH:4][C:3]=1[NH:11][C:15]([C:14]1[CH:23]([C:22]2[CH:25]=[CH:26][C:19]([F:18])=[CH:20][CH:21]=2)[NH:27][C:28](=[O:29])[NH:30][C:13]=1[CH3:12])=[O:17] |f:4.5.6.7|. Procedure: The product of Step (d) (41.0 mg, 0.276 mmol, 1.0 equiv) was dissolved in CH3CN (1 mL) and diketene (0.021 mL, 0.276 mmol, 1.0 equiv) was added. The reaction was heated to 80° C. for 2 hours, then cooled to room temperature and concentrated. The residue was dissolved in CH3CN (1 mL). 4-Fluorobenzaldehyde (0.030 mL, 0.276 mmol, 1.00 equiv), urea (25 mg, 0.41 mmol, 1.5 equiv), and ytterbium triflate (17 mg, 0.028 mmol, 0.10 equiv) and heated to 80° C. for 3 hours. The reaction was cooled to room t... The reactants are [N+](=O)([O-])C1=CC=C(CCl)C=C1 (p-nitrobenzyl chloride), Cl.Cl.BrC=1C=C(C=C(C1)Br)N1CCNCC1 ((3,5-dibromophenyl)piperazine dihydrochloride). Run in C(C)N(CC)CC (triethylamine). The product is BrC=1C=C(C=C(C1)Br)N1CCN(CC1)CC1=CC=C(C=C1)[N+](=O)[O-] (1-(3,5-dibromophenyl)-4-(p-nitrobenzyl)piperazine). As a reaction SMILES: [N+:1]([C:4]1[CH:11]=[CH:10][C:7]([CH2:8]Cl)=[CH:6][CH:5]=1)([O-:3])=[O:2].Cl.Cl.[Br:14][C:15]1[CH:16]=[C:17]([N:22]2[CH2:27][CH2:26][NH:25][CH2:24][CH2:23]2)[CH:18]=[C:19]([Br:21])[CH:20]=1>C(N(CC)CC)C>[Br:21][C:19]1[CH:18]=[C:17]([N:22]2[CH2:27][CH2:26][N:25]([CH2:8][C:7]3[CH:10]=[CH:11][C:4]([N+:1]([O-:3])=[O:2])=[CH:5][CH:6]=3)[CH2:24][CH2:23]2)[CH:16]=[C:15]([Br:14])[CH:20]=1 |f:1.2.3|. Procedure details: In the manner given in Example 1A, p-nitrobenzyl chloride is reacted with (3,5-dibromophenyl)piperazine dihydrochloride in the presence of triethylamine to give 1-(3,5-dibromophenyl)-4-(p-nitrobenzyl)piperazine. Starting materials: C(C)(=O)NC1=C(C=C2CCCC2=C1)OC(C)=O (6-acetamido-5-acetoxyindan), [N+](=O)(O)[O-] (nitric acid). Run in C(C)(=O)OC(C)=O (acetic anhydride). The product is C(C)(=O)NC=1C(=C2CCCC2=CC1OC(C)=O)[N+](=O)[O-] (5-acetamido-6-acetoxy-4-nitroindan). As a reaction SMILES: [C:1]([NH:4][C:5]1[CH:13]=[C:12]2[C:8]([CH2:9][CH2:10][CH2:11]2)=[CH:7][C:6]=1[O:14][C:15](=[O:17])[CH3:16])(=[O:3])[CH3:2].[N+:18]([O-])([OH:20])=[O:19]>C(OC(=O)C)(=O)C>[C:1]([NH:4][C:5]1[C:13]([N+:18]([O-:20])=[O:19])=[C:12]2[C:8](=[CH:7][C:6]=1[O:14][C:15](=[O:17])[CH3:16])[CH2:9][CH2:10][CH2:11]2)(=[O:3])[CH3:2]. Reported procedure: Acetylation of 6-amino-5-indanol with acetic anhydride in ethyl acetate/pyridine gives 6-acetamido-5-acetoxyindan (m.p. 157°-158° C.), reaction of which with nitric acid in acetic anhydride gives 5-acetamido-6-acetoxy-4-nitroindan (m.p. 168°-170° C.). Acid saponification of this compound with hydrochloric acid gives 6-amino-7-nitro-5-indanol (m.p. 196°-198° C.), which is then reacted with 3-chloro-1,2-epoxypropane in dilute aqueous sodium hydroxide solution to give 5-amino-6-(2,3-epoxypropoxy)-4...